From a dataset of the Open Reaction Database (ORD), a public repository of structured organic reaction records. describe an organic reaction: reactants, conditions, products, and yield The reactants are FC1=CC=C(C=C1)C=1SC(=CN1)C(C)(O)C1=CC=NC=C1 (1-(2-(4-fluorophenyl)thiazol-5-yl)-1-(pyridin-4-yl)ethanol), Cl.O1CCOCC1 (1,4-dioxane HCl). Run in C(C)O (ethanol). Conditions: time 1 hour. Yields the product Cl.FC1=CC=C(C=C1)C=1SC(=CN1)C(C)(O)C1=CC=NC=C1 (1-(2-(4-fluorophenyl)thiazol-5-yl)-1-(pyridin-4-yl)ethanol hydrochloride). The yield is 72.0%. RXN SMILES: [F:1][C:2]1[CH:7]=[CH:6][C:5]([C:8]2[S:9][C:10]([C:13]([C:16]3[CH:21]=[CH:20][N:19]=[CH:18][CH:17]=3)([OH:15])[CH3:14])=[CH:11][N:12]=2)=[CH:4][CH:3]=1.[ClH:22].O1CCOCC1>C(O)C>[ClH:22].[F:1][C:2]1[CH:7]=[CH:6][C:5]([C:8]2[S:9][C:10]([C:13]([C:16]3[CH:17]=[CH:18][N:19]=[CH:20][CH:21]=3)([OH:15])[CH3:14])=[CH:11][N:12]=2)=[CH:4][CH:3]=1 |f:1.2,4.5|. Procedure: To a suspension of 1-(2-(4-fluorophenyl)thiazol-5-yl)-1-(pyridin-4-yl)ethanol (2 g, 6.6 mmol) in ethanol (120 ml) was added 1,4-dioxane HCl (4 M, 1.66 mL, 6.6 mmol) slowly at 0° C., and then the mixture was stirred for 1 hour at room temperature. The solid that formed was filtered and washed with hexane (10 mL) to afford 4-(1-(1-(2-(4-fluorophenyl)thiazol-5-yl)-1-(pyridin-4-yl)ethanol hydrochloride as an off-white solid (1.6 g, 71% yield), HPLC purity 99.7%, mp 229-232° C. 1H NMR (400 MHz, DMSO-...